This data is from the Open Reaction Database (ORD), a public repository of structured organic reaction records. The task is: describe an organic reaction: reactants, conditions, products, and yield Procedure: To a solution of ethyl(RS)-1-(4-methoxyphenyl)-3-(3,4-methylenedioxyphenyl)-indene-2-carboxylate (0.72 g, 1.7 mmol) in EtOH (30 ml) was added 10% palladium on activated carbon (1 g). The resulting suspension was stirred under an atmosphere of H2 for 56 h and filtered. The filtrate was concentrated under reduced pressure to afford the title compound as a yellow solid (0.70 g, 95%), which was used without further purification. Reaction SMILES: [CH3:1][O:2][C:3]1[CH:8]=[CH:7][C:6]([CH:9]2[C:17]3[C:12](=[CH:13][CH:14]=[CH:15][CH:16]=3)[C:11]([C:18]3[CH:23]=[CH:22][C:21]4[O:24][CH2:25][O:26][C:20]=4[CH:19]=3)=[C:10]2[C:27]([O:29][CH2:30][CH3:31])=[O:28])=[CH:5][CH:4]=1>CCO.[Pd]>[CH3:1][O:2][C:3]1[CH:8]=[CH:7][C:6]([CH:9]2[C:17]3[C:12](=[CH:13][CH:14]=[CH:15][CH:16]=3)[CH:11]([C:18]3[CH:23]=[CH:22][C:21]4[O:24][CH2:25][O:26][C:20]=4[CH:19]=3)[CH:10]2[C:27]([O:29][CH2:30][CH3:31])=[O:28])=[CH:5][CH:4]=1. Reactants: COC1=CC=C(C=C1)C1C(=C(C2=CC=CC=C12)C1=CC2=C(C=C1)OCO2)C(=O)OCC (ethyl(RS)-1-(4-methoxyphenyl)-3-(3,4-methylenedioxyphenyl)-indene-2-carboxylate). The reagents and catalysts are [Pd] (palladium on activated carbon). The yield is 98.9%. Run in CCO (EtOH). Product: COC1=CC=C(C=C1)C1C(C(C2=CC=CC=C12)C1=CC2=C(C=C1)OCO2)C(=O)OCC (Ethyl(1RS,2RS,3SR)-1-(4-Methoxyphenyl)-3-(3,4-methylenedioxyphenyl)indane-2-carboxylate). Conditions: time 56 hour. Solvent: CN(C)C=O (DMF). Yield: 40.9%. Conditions: time 15 minute. Yields the product COC1(CCOCC1)C=1C=C(C=CC1)SC1=CC=C(C=N1)N(S(=O)(=O)C)C (N-(6-[3-(4-methoxytetrahydropyran-4-yl)phenylthio]pyrid-3-yl}-N-methylmethanesulphonamide). Reported procedure: Sodium hydride (79 mg, 50% dispersion in mineral oil, 1.65 mmol) was added to a solution of N-(6-chloropyrid-3-yl)-N-methyl-methanesulphonamide (0.33 g) and 4-(3-mercaptophenyl)-4-methoxytetrahydropyran (0.34 g) in DMF (10 ml). The mixture was stirred at ambient temperature for 15 minutes and heated at 140° C. for 1.5 hours. After cooling, it was partitioned between water (75 ml) and ethyl acetate (75 ml). The organic phase was washed with brine (50 ml), dried (MgSO4) and the solvent evaporated.... RXN SMILES: [H-].[Na+].Cl[C:4]1[N:9]=[CH:8][C:7]([N:10]([CH3:15])[S:11]([CH3:14])(=[O:13])=[O:12])=[CH:6][CH:5]=1.[SH:16][C:17]1[CH:18]=[C:19]([C:23]2([O:29][CH3:30])[CH2:28][CH2:27][O:26][CH2:25][CH2:24]2)[CH:20]=[CH:21][CH:22]=1>CN(C=O)C>[CH3:30][O:29][C:23]1([C:19]2[CH:18]=[C:17]([S:16][C:4]3[N:9]=[CH:8][C:7]([N:10]([CH3:15])[S:11]([CH3:14])(=[O:13])=[O:12])=[CH:6][CH:5]=3)[CH:22]=[CH:21][CH:20]=2)[CH2:28][CH2:27][O:26][CH2:25][CH2:24]1 |f:0.1|. Reactants: [H-].[Na+] (Sodium hydride), ClC1=CC=C(C=N1)N(S(=O)(=O)C)C (N-(6-chloropyrid-3-yl)-N-methyl-methanesulphonamide), SC=1C=C(C=CC1)C1(CCOCC1)OC (4-(3-mercaptophenyl)-4-methoxytetrahydropyran). The reactants are O=C(n1ccnc1)n1ccnc1, C=C(C)c1cc(C(=O)O)c(OCc2ccccc2)cc1OCc1ccccc1, CN1CCN(Cc2ccc3c(c2)CNC3)CC1, CN(C)C=O. As a reaction SMILES: [C:1]([n:2]1[cH:3][cH:4][n:5][cH:6]1)([n:7]1[cH:8][cH:9][n:10][cH:11]1)=[O:12].[CH2:13]([c:14]1[cH:15][cH:16][cH:17][cH:18][cH:19]1)[O:20][c:21]1[c:22]([C:23](=[O:24])[OH:25])[cH:26][c:27]([C:38](=[CH2:39])[CH3:40])[c:28]([O:30][CH2:31][c:32]2[cH:33][cH:34][cH:35][cH:36][cH:37]2)[cH:29]1.[CH3:41][N:42]1[CH2:43][CH2:44][N:45]([CH2:48][c:49]2[cH:50][c:51]3[c:55]([cH:56][cH:57]2)[CH2:54][NH:53][CH2:52]3)[CH2:46][CH2:47]1.[O:58]=[CH:59][N:60]([CH3:61])[CH3:62]>>[CH2:13]([c:14]1[cH:15][cH:16][cH:17][cH:18][cH:19]1)[O:20][c:21]1[c:22]([C:23](=[O:24])[N:53]2[CH2:52][c:51]3[cH:50][c:49]([CH2:48][N:45]4[CH2:44][CH2:43][N:42]([CH3:41])[CH2:47][CH2:46]4)[cH:57][cH:56][c:55]3[CH2:54]2)[cH:26][c:27]([C:38](=[CH2:39])[CH3:40])[c:28]([O:30][CH2:31][c:32]2[cH:33][cH:34][cH:35][cH:36][cH:37]2)[cH:29]1. The product is C=C(C)c1cc(C(=O)N2Cc3ccc(CN4CCN(C)CC4)cc3C2)c(OCc2ccccc2)cc1OCc1ccccc1.